Dataset: the Open Reaction Database (ORD), a public repository of structured organic reaction records. Task: describe an organic reaction: reactants, conditions, products, and yield The reactants are Cc1ccccc1, C#CC(C)(C)Nc1ccccc1, [Cl-]. Yields the product CC1(C)C=Cc2ccccc2N1. RXN SMILES: [CH3:14][c:15]1[cH:16][cH:17][cH:18][cH:19][cH:20]1.[CH3:1][C:2]([C:3]#[CH:4])([CH3:5])[NH:6][c:7]1[cH:8][cH:9][cH:10][cH:11][cH:12]1.[Cl-:13]>>[CH3:1][C:2]1([CH3:5])[CH:3]=[CH:4][c:12]2[c:7]([cH:8][cH:9][cH:10][cH:11]2)[NH:6]1. The reactants are COC(=O)COc1c(C(=O)OC)sc(-c2cccc(NC3CCNCC3)c2)c1Br, CC(C)S(=O)(=O)Cl. Yields the product COC(=O)COc1c(C(=O)OC)sc(-c2cccc(NC3CCN(S(=O)(=O)C(C)C)CC3)c2)c1Br. As a reaction SMILES: [CH3:1][O:2][C:3](=[O:4])[c:5]1[s:6][c:7](-[c:17]2[cH:18][c:19]([NH:23][CH:24]3[CH2:25][CH2:26][NH:27][CH2:28][CH2:29]3)[cH:20][cH:21][cH:22]2)[c:8]([Br:16])[c:9]1[O:10][CH2:11][C:12](=[O:13])[O:14][CH3:15].[CH:30]([CH3:31])([CH3:32])[S:33](=[O:34])(=[O:35])[Cl:36]>>[CH3:1][O:2][C:3](=[O:4])[c:5]1[s:6][c:7](-[c:17]2[cH:18][c:19]([NH:23][CH:24]3[CH2:25][CH2:26][N:27]([S:33]([CH:30]([CH3:31])[CH3:32])(=[O:34])=[O:35])[CH2:28][CH2:29]3)[cH:20][cH:21][cH:22]2)[c:8]([Br:16])[c:9]1[O:10][CH2:11][C:12](=[O:13])[O:14][CH3:15]. The reactants are C1COCCO1, COC(=O)c1cc(Cl)nc2ccccc12, [K+], [K+], [K+], O=[N+]([O-])c1ccc(B(O)O)cc1, O=P([O-])([O-])[O-]. The product is COC(=O)c1cc(-c2ccc([N+](=O)[O-])cc2)nc2ccccc12. As a reaction SMILES: [CH2:36]1[O:37][CH2:38][CH2:39][O:40][CH2:41]1.[CH3:21][O:22][C:23](=[O:24])[c:25]1[cH:26][c:27]([Cl:35])[n:28][c:29]2[cH:30][cH:31][cH:32][cH:33][c:34]12.[K+:6].[K+:7].[K+:8].[N+:9](=[O:10])([O-:11])[c:12]1[cH:13][cH:14][c:15]([B:18]([OH:19])[OH:20])[cH:16][cH:17]1.[P:1]([O-:2])([O-:3])([O-:4])=[O:5]>>[N+:9](=[O:10])([O-:11])[c:12]1[cH:13][cH:14][c:15](-[c:27]2[cH:26][c:25]([C:23]([O:22][CH3:21])=[O:24])[c:34]3[c:29]([n:28]2)[cH:30][cH:31][cH:32][cH:33]3)[cH:16][cH:17]1. Reactants: C(C1=CC=CC=C1)N1C(N([C@H]([C@H]1C(=O)OC)C(=O)O)CC1=CC=CC=C1)=O ((4R,5S)-1,3-dibenzyl-5-methoxycarbonyl-2-oxoimidazolidine-4-carboxylic acid), Cl (hydrochloric acid), [BH4-].[Na+] (sodium borohydride), [Cl-].[Ca+2].[Cl-] (calcium chloride). Run in C(C)O (ethanol), C(C)O (ethanol), C(C)O (ethanol). Yields the product C(C1=CC=CC=C1)N1C(N([C@H]2[C@@H]1COC2=O)CC2=CC=CC=C2)=O ((3aS,6aR)-1,3-dibenzylhexahydro-1H-furo[3,4-d]imidazole-2,4-dione). Yield: 81.7%. As a reaction SMILES: [BH4-].[Na+].[CH2:3]([N:10]1[C@H:14]([C:15](OC)=[O:16])[C@H:13]([C:19](O)=[O:20])[N:12]([CH2:22][C:23]2[CH:28]=[CH:27][CH:26]=[CH:25][CH:24]=2)[C:11]1=[O:29])[C:4]1[CH:9]=[CH:8][CH:7]=[CH:6][CH:5]=1.[Cl-].[Ca+2].[Cl-].Cl>C(O)C>[CH2:22]([N:12]1[C@H:13]2[CH2:19][O:20][C:15](=[O:16])[C@H:14]2[N:10]([CH2:3][C:4]2[CH:9]=[CH:8][CH:7]=[CH:6][CH:5]=2)[C:11]1=[O:29])[C:23]1[CH:28]=[CH:27][CH:26]=[CH:25][CH:24]=1 |f:0.1,3.4.5|. Procedure: To a mixture of sodium borohydride (0.55 g) and 99.5% ethanol (20 ml) were added dropwise a solution of (4R,5S)-1,3-dibenzyl-5-methoxycarbonyl-2-oxoimidazolidine-4-carboxylic acid (mp., 149°-150° C., [α]36525 =-27.7° at c=1 in DMF, 2.00 g) in 99.5% ethanol (30 ml) at 0°-5° C. and a solution of anhydrous calcium chloride (0.80 g) in 99.5% ethanol (8 ml) at the same temperature. The obtained mixture was allowed to warm up to room temperature and to react at the same temperature for 18 hours under ...